This data is from the Open Reaction Database (ORD), a public repository of structured organic reaction records. The task is: describe an organic reaction: reactants, conditions, products, and yield As a reaction SMILES: [Cl:1][C:2]1[CH:3]=[CH:4][C:5]([C:14]([N:16]2[CH2:21][CH2:20][N:19]([C:22]3[C:27]([CH3:28])=[CH:26][C:25]([CH3:29])=[CH:24][N:23]=3)[CH2:18][CH2:17]2)=[O:15])=[C:6]([N:8]2[CH2:12][CH2:11][CH2:10][C:9]2=[O:13])[CH:7]=1.[CH3:30][C@@H:31]1[CH2:35][O:34][C:33](=[O:36])[NH:32]1.C(=O)([O-])[O-].[Cs+].[Cs+].C(P(C(C)(C)C)C1C(C)=C(C)C(C)=C(C)C=1C1C(C(C)C)=CC(C(C)C)=CC=1C(C)C)(C)(C)C>C1C=CC(/C=C/C(/C=C/C2C=CC=CC=2)=O)=CC=1.C1C=CC(/C=C/C(/C=C/C2C=CC=CC=2)=O)=CC=1.C1C=CC(/C=C/C(/C=C/C2C=CC=CC=2)=O)=CC=1.[Pd].[Pd].O.C1(C)C=CC=CC=1>[ClH:1].[CH3:28][C:27]1[C:22]([N:19]2[CH2:20][CH2:21][N:16]([C:14]([C:5]3[CH:4]=[CH:3][C:2]([N:32]4[C@H:31]([CH3:30])[CH2:35][O:34][C:33]4=[O:36])=[CH:7][C:6]=3[N:8]3[CH2:12][CH2:11][CH2:10][C:9]3=[O:13])=[O:15])[CH2:17][CH2:18]2)=[N:23][CH:24]=[C:25]([CH3:29])[CH:26]=1 |f:2.3.4,6.7.8.9.10,13.14|. The reactants are C([O-])([O-])=O.[Cs+].[Cs+] (cesium carbonate), C(C)(C)(C)P(C1=C(C(=C(C(=C1C)C)C)C)C1=C(C=C(C=C1C(C)C)C(C)C)C(C)C)C(C)(C)C (2-di-tert-butylphosphino-3,4,5,6-tetramethyl-2′,4′,6′-triisopropyl-1,1′-biphenyl), ClC=1C=CC(=C(C1)N1C(CCC1)=O)C(=O)N1CCN(CC1)C1=NC=C(C=C1C)C (1-{5-chloro-2-[4-(3,5-dimethylpyridin-2-yl)piperazine-1-carbonyl]phenyl}pyrrolidin-2-one), C[C@H]1NC(OC1)=O ((R)-4-methyloxazolidin-2-one). Reported procedure: To a mixture of 1-{5-chloro-2-[4-(3,5-dimethylpyridin-2-yl)piperazine-1-carbonyl]phenyl}pyrrolidin-2-one (206 mg) described in Preparation Example 121, (R)-4-methyloxazolidin-2-one (50.6 mg) described in Preparation Example 25, cesium carbonate (228 mg), tris(dibenzylideneacetone)dipalladium (0) chloroform (51.8 mg) and 2-di-tert-butylphosphino-3,4,5,6-tetramethyl-2′,4′,6′-triisopropyl-1,1′-biphenyl (24 mg) was added toluene (1 mL), and the mixture was refluxed for 8 hr. After cooling, water was... The reagents and catalysts are C=1C=CC(=CC1)/C=C/C(=O)/C=C/C2=CC=CC=C2.C=1C=CC(=CC1)/C=C/C(=O)/C=C/C2=CC=CC=C2.C=1C=CC(=CC1)/C=C/C(=O)/C=C/C2=CC=CC=C2.[Pd].[Pd] (tris(dibenzylideneacetone)dipalladium). The yield is 34.8%. The solvent is C1(=CC=CC=C1)C (toluene), O (water). Product: Cl.CC=1C(=NC=C(C1)C)N1CCN(CC1)C(=O)C1=C(C=C(C=C1)N1C(OC[C@H]1C)=O)N1C(CCC1)=O ((R)-3-{4-[4-(3,5-dimethylpyridin-2-yl)piperazine-1-carbonyl]-3-(2-oxopyrrolidin-1-yl)phenyl}-4-methyloxazolidin-2-one hydrochloride). Reactants: FC=1C=C(C=CC1)CC(CC(C)=O)=O (1-(3-fluorophenyl)-2,4-pentanedione), COC(N(C)C)OC (N,N-dimethylformamide dimethyl acetal), CN (methylamine). Product: C(C)(=O)C1=CN(C=C(C1=O)C1=CC(=CC=C1)F)C (3-Acetyl-5-(3-fluorophenyl)-1-methyl-4(1H)-pyridinone). As a reaction SMILES: [F:1][C:2]1[CH:3]=[C:4]([CH2:8][C:9](=[O:14])[CH2:10][C:11](=[O:13])[CH3:12])[CH:5]=[CH:6][CH:7]=1.CO[CH:17](OC)[N:18]([CH3:20])[CH3:19].CN>>[C:11]([C:10]1[C:9](=[O:14])[C:8]([C:4]2[CH:5]=[CH:6][CH:7]=[C:2]([F:1])[CH:3]=2)=[CH:19][N:18]([CH3:20])[CH:17]=1)(=[O:13])[CH3:12]. Procedure: A 1.5 g. portion of 1-(3-fluorophenyl)-2,4-pentanedione was reacted with 15 ml. of N,N-dimethylformamide dimethyl acetal, and then with 10 ml. of 40% aqueous methylamine as described in Example 4. The reaction mixture was then evaporated under vacuum to dryness, and the crude product was chromatographed on a silica gel column with ethyl acetate to obtain 1 g. of the desired product, which was identified by nmr analysis in CDCl3, showing peaks at δ8.1-8.2 (m, 1H, pyridine); 6.9-7.6 (m, 5H, phenyl... Starting materials: CC(=O)O, ClCCl, O=C1CCc2cccc(F)c2C1, NCc1ccc(CN(Cc2ccccn2)S(=O)(=O)c2ccccc2[N+](=O)[O-])cc1. Product: O=[N+]([O-])c1ccccc1S(=O)(=O)N(Cc1ccc(CNC2CCc3cccc(F)c3C2)cc1)Cc1ccccn1. RXN SMILES: [CH3:45][C:46](=[O:47])[OH:48].[Cl:42][CH2:43][Cl:44].[F:1][c:2]1[cH:3][cH:4][cH:5][c:6]2[c:11]1[CH2:10][C:9](=[O:12])[CH2:8][CH2:7]2.[N+:13](=[O:14])([O-:15])[c:16]1[c:17]([S:22](=[O:23])(=[O:24])[N:25]([CH2:26][c:27]2[cH:28][cH:29][c:30]([CH2:33][NH2:34])[cH:31][cH:32]2)[CH2:35][c:36]2[n:37][cH:38][cH:39][cH:40][cH:41]2)[cH:18][cH:19][cH:20][cH:21]1>>[F:1][c:2]1[cH:3][cH:4][cH:5][c:6]2[c:11]1[CH2:10][CH:9]([NH:34][CH2:33][c:30]1[cH:29][cH:28][c:27]([CH2:26][N:25]([S:22]([c:17]3[c:16]([N+:13](=[O:14])[O-:15])[cH:21][cH:20][cH:19][cH:18]3)(=[O:23])=[O:24])[CH2:35][c:36]3[n:37][cH:38][cH:39][cH:40][cH:41]3)[cH:32][cH:31]1)[CH2:8][CH2:7]2. Isolated yield 65.6%. As a reaction SMILES: [CH2:1]([O:3][C:4](=[O:21])[CH:5]([NH:15][CH:16]([C:18]([OH:20])=[O:19])[CH3:17])[CH2:6][C:7](=O)[C:8]1[CH:13]=[CH:12][CH:11]=[CH:10][CH:9]=1)[CH3:2].OS(O)(=O)=O.CC(O)=O>[Pd]>[CH2:1]([O:3][C:4](=[O:21])[CH:5]([NH:15][CH:16]([C:18]([OH:20])=[O:19])[CH3:17])[CH2:6][CH2:7][C:8]1[CH:13]=[CH:12][CH:11]=[CH:10][CH:9]=1)[CH3:2] |f:1.2|. The reagents and catalysts are [Pd] (Pd/C). Reactants: C(C)OC(C(CC(C1=CC=CC=C1)=O)NC(C)C(=O)O)=O (ethyl-α-(1-carboxyethyl)amino-γ-oxo-γ-phenylbutyrate), OS(=O)(=O)O.CC(=O)O (H2SO4 AcOH). Reported procedure: There was dissolved 0.4 g of ethyl-α-(1-carboxyethyl)amino-γ-oxo-γ-phenylbutyrate prepared in Example 10 into 8.0 ml of 1.6% (v/v) H2SO4 -AcOH, to which 0.1 g of 10% Pd/C was added and the hydrogenation reaction was carried out at room temperature under atmospheric pressure. After completion of the reaction, the catalyst was filtered off with suction, to which 2.5 ml of 1N NaOH solution was added and the resultant was concentrated under reduced pressure. After the residue was dissolved in water,... Yields the product C(C)OC(C(CCC1=CC=CC=C1)NC(C)C(=O)O)=O (ethyl-α-(1-carboxyethyl)amino-γ-phenylbutyrate). Starting materials: C(C)(CC)C(C(CC(=O)N1C(CCC1)C(C(C)C(NCCC1=CC(=CC=C1)O)=O)SC)OC)N(C(=O)C(C(C)C)NC(C(C(C)C)N(C)C)=O)C (N-(1-{[1-sec-butyl-4-(2-{2-[2-(3-hydroxy-phenyl)-ethylcarbamoyl]-1-methylsulfanyl-propyl}-pyrrolidin-1-yl)-2-methoxy-4-oxo-butyl]-methyl-carbamoyl}-2-methyl-propyl)-2-dimethylamino-3-methyl-butyramide), C(C)N=C=O (ethyl isocyanate), C(C)(C)N(CC)C(C)C (diisopropylethylamine). Solvent: C(Cl)Cl (CH2Cl2). Conditions: time 13 hour. Yields the product CN(C(C(=O)NC(C(=O)N(C(C(CC(=O)N1C(CCC1)C(C(C(=O)NCCC=1C=C(C=CC1)OC(NCC)=O)C)SC)OC)C(CC)C)C)C(C)C)C(C)C)C (Ethyl-carbamic acid 3-(2-{3-[1-(4-{[2-(2-dimethylamino-3-methyl-butyrylamino)-3-methyl-butyryl]-methyl-amino}-3-methoxy-5-methyl-heptanoyl)-pyrrolidin-2-yl]-2-methyl-3-methylsulfanyl-propionylamino}-ethyl)-phenyl ester), powder. Yield: 39.0%. Reaction SMILES: [CH:1]([CH:5]([N:34]([CH3:51])[C:35]([CH:37]([NH:41][C:42](=[O:50])[CH:43]([N:47]([CH3:49])[CH3:48])[CH:44]([CH3:46])[CH3:45])[CH:38]([CH3:40])[CH3:39])=[O:36])[CH:6]([O:32][CH3:33])[CH2:7][C:8]([N:10]1[CH2:14][CH2:13][CH2:12][CH:11]1[CH:15]([S:30][CH3:31])[CH:16]([C:18](=[O:29])[NH:19][CH2:20][CH2:21][C:22]1[CH:27]=[CH:26][CH:25]=[C:24]([OH:28])[CH:23]=1)[CH3:17])=[O:9])([CH2:3][CH3:4])[CH3:2].[CH2:52]([N:54]=[C:55]=[O:56])[CH3:53].C(N(C(C)C)CC)(C)C>C(Cl)Cl>[CH3:49][N:47]([CH3:48])[CH:43]([CH:44]([CH3:46])[CH3:45])[C:42]([NH:41][CH:37]([CH:38]([CH3:39])[CH3:40])[C:35]([N:34]([CH3:51])[CH:5]([CH:1]([CH3:2])[CH2:3][CH3:4])[CH:6]([O:32][CH3:33])[CH2:7][C:8]([N:10]1[CH2:14][CH2:13][CH2:12][CH:11]1[CH:15]([S:30][CH3:31])[CH:16]([CH3:17])[C:18]([NH:19][CH2:20][CH2:21][C:22]1[CH:23]=[C:24]([O:28][C:55](=[O:56])[NH:54][CH2:52][CH3:53])[CH:25]=[CH:26][CH:27]=1)=[O:29])=[O:9])=[O:36])=[O:50]. Procedure: To a stirred solution of N-(1-{[1-sec-butyl-4-(2-{2-[2-(3-hydroxy-phenyl)-ethylcarbamoyl]-1-methylsulfanyl-propyl}-pyrrolidin-1-yl)-2-methoxy-4-oxo-butyl]-methyl-carbamoyl}-2-methyl-propyl)-2-dimethylamino-3-methyl-butyramide (30 mg, 0.035 mmol) in CH2Cl2 (0.5 mL) were added ethyl isocyanate (0.042 mL, 0.53 mmol) and diisopropylethylamine (0.062 mL, 0.35 mmol) at room temperature. After being stirred at room temperature for 13hr, the mixture was concentrated in vacuo to give a crude oil (58 mg),... Reactants: ClC1=CC=C2C=CNC2=C1 (6-chloroindole), O.Cl.N1CCC(CC1)=O (4-piperidone hydrochloride hydrate). The product is ClC1=CC=C2C(=CNC2=C1)C=1CCNCC1 (6-chloro-3-(1,2,3,6-tetrahydropyridin-4-yl)-1H-indole). RXN SMILES: [Cl:1][C:2]1[CH:10]=[C:9]2[C:5]([CH:6]=[CH:7][NH:8]2)=[CH:4][CH:3]=1.O.Cl.[NH:13]1[CH2:18][CH2:17][C:16](=O)[CH2:15][CH2:14]1>>[Cl:1][C:2]1[CH:10]=[C:9]2[C:5]([C:6]([C:16]3[CH2:17][CH2:18][NH:13][CH2:14][CH:15]=3)=[CH:7][NH:8]2)=[CH:4][CH:3]=1 |f:1.2.3|. Procedure: The title compound was prepared in a fashion similar to that described in Preparation 30 from 6-chloroindole (4.0 g, 26 mmol) and 4-piperidone hydrochloride hydrate (8.0 g, 52 mmol). The product was isolated as a yellow solid. Yield 3.7 g (61%). mp 181°-185° C. FDMS m/e=234 (M+ of free base). Reactants: C([C@@H](O)C)(=O)[O-].[Li+] (lithium L-lactate), O=C(CN(CCO)CCO)O (bicine), C(CO)(=O)[O-] (glycolate), [OH-].[Na+] (NaOH). The solvent is aqueous solution. Conditions: time 28.5 hour. Product: C(C(=O)C)(=O)[O-] (pyruvate), C(C)(=O)[O-] (acetate). RXN SMILES: [C:1]([O-:6])(=[O:5])[C@H:2]([CH3:4])[OH:3].[Li+].[O:8]=[C:9]([OH:18])[CH2:10]N(CCO)CCO.C([O-])(=O)CO.[OH-].[Na+]>>[C:1]([O-:6])(=[O:5])[C:2]([CH3:4])=[O:3].[C:9]([O-:18])(=[O:8])[CH3:10] |f:0.1,4.5|. Procedure details: The procedure described in Comparative Example A was repeated using a 10 mL aqueous solution containing lithium L-lactate (0.750M), FMN (0.01 mM), isobutyfic acid (HPLC internal standard, 0.100M), bicine buffer (0.788M), soluble spinach glycolate oxidase (1.0 IU/mL), and soluble Aspergillus niger catalase (1,400 IU/mL) at pH 8.9 (adjusted with 50% NaOH) and the reaction run at 5° C. After 28.5 hours, the HPLC yields of pyruvate and acetate were 47.7% and 43.6%, respectively, and 11.5% lactate re...